Dataset: the Open Reaction Database (ORD), a public repository of structured organic reaction records. Task: describe an organic reaction: reactants, conditions, products, and yield Starting materials: CN1C=C(C=C(C1=O)NC1=NC=C(C=C1)N1[C@H](CN(CC1)C1COC1)C)C1=C(C(=NC=C1)N1CCN2C=3[C@@H]4CC[C@H](C3C=C2C1=O)C4)C=O (4-[1-Methyl-5-({5-[(2S)-2-methyl-4-(oxetan-3-yl)piperazin-1-yl]pyridin-2-yl}amino)-6-oxo-1,6-dihydropyridin-3-yl]-2-[(1R,11S)-7-oxo-3,6-diazatetracyclo[9.2.1.02,10.03,8]tetradeca-2(10),8-dien-6-yl]pyridine-3-carbaldehyde), [BH4-].[Na+] (NaBH4). The solvent is CO (methanol). Reaction conditions: time 1 hour. Product: OCC=1C(=NC=CC1C1=CN(C(C(=C1)NC1=NC=C(C=C1)N1[C@H](CN(CC1)C1COC1)C)=O)C)N1CCN2C=3[C@@H]4CC[C@H](C3C=C2C1=O)C4 ((1R,11S)-6-[3-(Hydroxymethyl)-4-[1-methyl-5-({5-[(2S)-2-methyl-4-(oxetan-3-yl)piperazin-1-yl]pyridin-2-yl}amino)-6-oxo-1,6-dihydropyridin-3-yl]pyridin-2-yl]-3,6-diazatetracyclo[9.2.1.02,10.03,8]tetradeca-2(10),8-dien-7-one). Yield: 27.6%. As a reaction SMILES: [CH3:1][N:2]1[C:7](=[O:8])[C:6]([NH:9][C:10]2[CH:15]=[CH:14][C:13]([N:16]3[CH2:21][CH2:20][N:19]([CH:22]4[CH2:25][O:24][CH2:23]4)[CH2:18][C@@H:17]3[CH3:26])=[CH:12][N:11]=2)=[CH:5][C:4]([C:27]2[CH:32]=[CH:31][N:30]=[C:29]([N:33]3[C:45](=[O:46])[C:44]4[N:36]([C:37]5[C@H:38]6[CH2:47][C@@H:41]([C:42]=5[CH:43]=4)[CH2:40][CH2:39]6)[CH2:35][CH2:34]3)[C:28]=2[CH:48]=[O:49])=[CH:3]1.[BH4-].[Na+]>CO>[OH:49][CH2:48][C:28]1[C:29]([N:33]2[C:45](=[O:46])[C:44]3[N:36]([C:37]4[C@H:38]5[CH2:47][C@@H:41]([C:42]=4[CH:43]=3)[CH2:40][CH2:39]5)[CH2:35][CH2:34]2)=[N:30][CH:31]=[CH:32][C:27]=1[C:4]1[CH:5]=[C:6]([NH:9][C:10]2[CH:15]=[CH:14][C:13]([N:16]3[CH2:21][CH2:20][N:19]([CH:22]4[CH2:23][O:24][CH2:25]4)[CH2:18][C@@H:17]3[CH3:26])=[CH:12][N:11]=2)[C:7](=[O:8])[N:2]([CH3:1])[CH:3]=1 |f:1.2|. Procedure details: A mixture of 174a (150 mg, 0.23 mmol), NaBH4 (34 mg, 0.90), and methanol (10 mL) was stirred at room temperature for 1 h. The mixture was quenched with water (30 ml) and concentrated under reduced pressure. The residue was extracted with dichloromethane (2×10 mL). The combined dichloromethane extract was concentrated under reduced pressure and the residue was purified with reverse-phase prep-HPLC to afford 174 (42 mg, 28%). MS-ESI: [M+H]+ 663.3. 1H NMR (500 MHz, CDCl3) δ 8.65 (d, J=3.0 Hz, 1H), ... The reactants are CC1=NOC(=C1)CC(=O)O (2-(3-methylisoxazol-5-yl)acetic acid), CCO (EtOH), OS(=O)(=O)O (H2SO4). Run at time 48 hour. Yields the product CC1=NOC(=C1)CC(=O)OCC (ethyl 2-(3-methylisoxazol-5-yl)acetate). The yield is 97.3%. As a reaction SMILES: [CH3:1][C:2]1[CH:6]=[C:5]([CH2:7][C:8]([OH:10])=[O:9])[O:4][N:3]=1.[CH3:11][CH2:12]O.OS(O)(=O)=O>>[CH3:1][C:2]1[CH:6]=[C:5]([CH2:7][C:8]([O:10][CH2:11][CH3:12])=[O:9])[O:4][N:3]=1. Procedure: To a solution of 2-(3-methylisoxazol-5-yl)acetic acid (7.28 g, 51.6 mmol) in EtOH (200 mL, 3425 mmol) was added concentrated H2SO4 (0.30 mL, 5.63 mmol) at room temperature. After 48 h, the reaction mixture was concentrated in vacuo to give a dark brown oil. The crude ester was filtered over a plug of silica (50 g) and the product was eluted with 40% Et2O:60% Hexanes (400 mL). The filtrate was subsequently concentrated to give the product ethyl 2-(3-methylisoxazol-5-yl)acetate (8.50 g, 50.2 mmol,... The reactants are COC(=O)c1cnn2ccc(CO[Si](C)(C)C(C)(C)C)cc12, CCCC[N+](CCCC)(CCCC)CCCC, C1CCOC1, CCOC(C)=O, [F-]. The product is COC(=O)c1cnn2ccc(CO)cc12. As a reaction SMILES: [C:1]([Si:2]([CH3:3])([CH3:4])[O:6][CH2:7][c:8]1[cH:9][c:10]2[n:11]([cH:12][cH:13]1)[n:14][cH:15][c:16]2[C:17](=[O:18])[O:19][CH3:20])([CH3:5])([CH3:21])[CH3:22].[CH2:24]([N+:25]([CH2:26][CH2:27][CH2:28][CH3:29])([CH2:30][CH2:31][CH2:32][CH3:33])[CH2:34][CH2:35][CH2:36][CH3:37])[CH2:38][CH2:39][CH3:40].[CH2:47]1[O:48][CH2:49][CH2:50][CH2:51]1.[CH3:41][CH2:42][O:43][C:44](=[O:45])[CH3:46].[F-:23]>>[OH:6][CH2:7][c:8]1[cH:9][c:10]2[n:11]([cH:12][cH:13]1)[n:14][cH:15][c:16]2[C:17](=[O:18])[O:19][CH3:20]. The reactants are CCN(C(C)C)C(C)C, FC(F)(F)c1ccc(C23CC2CN(CCCCl)C3)cc1, Cc1ccccc1-c1c[nH]c(=O)[nH]c1=O. Yields the product Cl, Cc1ccccc1-c1cn(CCCN2CC3CC3(c3ccc(C(F)(F)F)cc3)C2)c(=O)[nH]c1=O. Reaction SMILES: [CH2:16]([N:17]([CH:18]([CH3:19])[CH3:20])[CH:21]([CH3:22])[CH3:23])[CH3:24].[Cl:25][CH2:26][CH2:27][CH2:28][N:29]1[CH2:30][C:31]2([c:35]3[cH:36][cH:37][c:38]([C:41]([F:42])([F:43])[F:44])[cH:39][cH:40]3)[CH2:32][CH:33]2[CH2:34]1.[c:1]1([CH3:15])[c:2](-[c:7]2[c:8](=[O:14])[nH:9][c:10](=[O:13])[nH:11][cH:12]2)[cH:3][cH:4][cH:5][cH:6]1>>[ClH:25].[c:1]1([CH3:15])[c:2](-[c:7]2[c:8](=[O:14])[nH:9][c:10](=[O:13])[n:11]([CH2:26][CH2:27][CH2:28][N:29]3[CH2:30][C:31]4([c:35]5[cH:36][cH:37][c:38]([C:41]([F:42])([F:43])[F:44])[cH:39][cH:40]5)[CH2:32][CH:33]4[CH2:34]3)[cH:12]2)[cH:3][cH:4][cH:5][cH:6]1.